describe an organic reaction: reactants, conditions, products, and yield From a dataset of the Open Reaction Database (ORD), a public repository of structured organic reaction records. The reactants are C(#N)C=1C=C(C=CC1S(=O)(=O)CC)NC(CCCC1=CC=C(C=C1)B(O)O)=O (4-(4-(3-cyano-4-(ethylsulfonyl)phenylamino)-4-oxobutyl)phenylboronic acid), BrC1=CC(=C(C=C1)CCCC(=O)NC=1C=CC(=C(CN(C(OC(C)(C)C)=O)C)C1)S(=O)(=O)C(C)C)CC (tert-Butyl 5-(4-(4-bromo-2-ethylphenyl)butanamido)-2-(isopropylsulfonyl)benzyl(methyl)carbamate), CC1(COB(OC1)B1OCC(CO1)(C)C)C (5,5,5′,5′-tetramethyl-[2,2′]bi[[1,3,2]dioxaborinanyl]). Yields the product C(C)(C)(C)OC(=O)N(C)CC=1C=C(C=CC1S(=O)(=O)C(C)C)NC(CCCC1=C(C=C(C=C1)B(O)O)CC)=O (4-(4-(3-((tert-Butoxycarbonyl(methyl)amino)methyl)-4-(isopropylsulfonyl)phenylamino)-4-oxobutyl)-3-ethylphenylboronic acid). Isolated yield 67.0%. RXN SMILES: C(C1C=C(NC(=O)CCCC2C=CC([B:25]([OH:27])[OH:26])=CC=2)C=CC=1S(CC)(=O)=O)#N.Br[C:30]1[CH:35]=[CH:34][C:33]([CH2:36][CH2:37][CH2:38][C:39]([NH:41][C:42]2[CH:43]=[CH:44][C:45]([S:58]([CH:61]([CH3:63])[CH3:62])(=[O:60])=[O:59])=[C:46]([CH:57]=2)[CH2:47][N:48]([CH3:56])[C:49](=[O:55])[O:50][C:51]([CH3:54])([CH3:53])[CH3:52])=[O:40])=[C:32]([CH2:64][CH3:65])[CH:31]=1.CC1(C)COB(B2OCC(C)(C)CO2)OC1>>[C:51]([O:50][C:49]([N:48]([CH2:47][C:46]1[CH:57]=[C:42]([NH:41][C:39](=[O:40])[CH2:38][CH2:37][CH2:36][C:33]2[CH:34]=[CH:35][C:30]([B:25]([OH:27])[OH:26])=[CH:31][C:32]=2[CH2:64][CH3:65])[CH:43]=[CH:44][C:45]=1[S:58]([CH:61]([CH3:63])[CH3:62])(=[O:60])=[O:59])[CH3:56])=[O:55])([CH3:54])([CH3:53])[CH3:52]. Procedure: Using a procedure analogous to that described for the preparation of 6D, 21C (0.513 g, 0.86 mmol) was coupled to 5,5,5′,5′-tetramethyl-[2,2′]bi[[1,3,2]dioxaborinanyl] (0.215 g, 0.952 mmol) and hydrolyzed to give boronic acid 21D (0.278 g, 67%). MS (ESI) m/z 561.48 (M+H)+.